describe an organic reaction: reactants, conditions, products, and yield From a dataset of the Open Reaction Database (ORD), a public repository of structured organic reaction records. The solvent is CO (methanol). Procedure details: Methyl 3-[4-(cyclohexylcarbamoyl)-5-propylsulfanyl-pyrazol-1-yl]benzoate (175 mg, 0.45), (Intermediate #12) was dissolved in methanol (10 mL), treated with 2M aqueous sodium hydroxide solution (1.125 mL) and stirred at ambient temperature for 18 h. Methanol was removed by evaporation under reduced pressure and the clear solution diluted with water (25 ml). 2M HCl was added to pH4 and the mixture extracted with ethyl acetate (2×25 mL). The combined extracts were washed with water (2×10 mL) and br... The reactants are C1(CCCCC1)NC(=O)C=1C=NN(C1SCCC)C=1C=C(C(=O)OC)C=CC1 (Methyl 3-[4-(cyclohexylcarbamoyl)-5-propylsulfanyl-pyrazol-1-yl]benzoate), Intermediate #12, [OH-].[Na+] (sodium hydroxide). Run at time 18 hour. Product: C1(CCCCC1)NC(=O)C=1C=NN(C1SCCC)C=1C=C(C(=O)O)C=CC1 (3-[4-(Cyclohexylcarbamoyl)-5-propylsulfanyl-pyrazol-1-yl]benzoic acid). Reaction SMILES: [CH:1]1([NH:7][C:8]([C:10]2[CH:11]=[N:12][N:13]([C:19]3[CH:20]=[C:21]([CH:26]=[CH:27][CH:28]=3)[C:22]([O:24]C)=[O:23])[C:14]=2[S:15][CH2:16][CH2:17][CH3:18])=[O:9])[CH2:6][CH2:5][CH2:4][CH2:3][CH2:2]1.[OH-].[Na+]>CO>[CH:1]1([NH:7][C:8]([C:10]2[CH:11]=[N:12][N:13]([C:19]3[CH:20]=[C:21]([CH:26]=[CH:27][CH:28]=3)[C:22]([OH:24])=[O:23])[C:14]=2[S:15][CH2:16][CH2:17][CH3:18])=[O:9])[CH2:6][CH2:5][CH2:4][CH2:3][CH2:2]1 |f:1.2|.